From a dataset of the Open Reaction Database (ORD), a public repository of structured organic reaction records. describe an organic reaction: reactants, conditions, products, and yield The reactants are COC([C@@H](NCCCC1=CC=CC=C1)CO)=O (N-(3-phenylpropyl)serine methyl ester), Pd on-carbon, C=O (formic aldehyde). Solvent: CO (methanol), CO (methanol). The product is COC(C(CO)N(C)CCCC1=CC=CC=C1)=O (3-hydroxy-2-(N-methyl-(3-phenylpropyl)amino)propanoic acid methyl ester). As a reaction SMILES: [CH3:1][O:2][C:3](=[O:17])[C@H:4]([CH2:15][OH:16])[NH:5][CH2:6][CH2:7][CH2:8][C:9]1[CH:14]=[CH:13][CH:12]=[CH:11][CH:10]=1.[CH2:18]=O>CO>[CH3:1][O:2][C:3](=[O:17])[CH:4]([N:5]([CH2:6][CH2:7][CH2:8][C:9]1[CH:14]=[CH:13][CH:12]=[CH:11][CH:10]=1)[CH3:18])[CH2:15][OH:16]. Procedure details: A solution of N-(3-phenylpropyl)serine methyl ester (6.4 g, 0.027 mol) in methanol (150 ml) is added with 10% Pd-on-carbon (0.7 g) and 40% formic aldehyde (3.0 ml 0.04 mol) dissolved in methanol (50 ml). The mixture is stirred at room temperature under hydrogen atmosphere, under a slight pressure (40 psi) until the absorption ceases. The mixture is filtered and the filtrate is evaporated under vacuum. The residue is taken up in ethyl ether (300 ml), washed with water (2×200 ml), dried over sodiu... Reactants: CO (methanol), C(#N)CC(C(=O)OC)C (methyl 3-cyanoisobutyrate), O (water), CO (methanol). Solvent: CCOCC (ether). The product is CC(C(=O)OC)CC(=O)OC (dimethyl methylsuccinate). Reaction SMILES: [CH3:1][OH:2].[C:3]([CH2:5][CH:6]([CH3:11])[C:7]([O:9][CH3:10])=[O:8])#N.[OH2:12]>CCOCC>[CH3:11][CH:6]([CH2:5][C:3]([O:2][CH3:1])=[O:12])[C:7]([O:9][CH3:10])=[O:8]. Reported procedure: The procedure in Example 1 was repeated to proceed with reaction except that in the second step of esterification, methanol in an amount by weight of 2.6 times that of the methyl 3-cyanoisobutyrate was intermittantly added dropwise to the content in the flask at 100° C. at atmospheric pressure under the reflux of methanol over a period of 5 hours; then at least 90% of water which was formed by the by-production of ether was removed outside the reaction system together with methanol; and addition... The reactants are CC1=C(C#N)C(=CC=C1C)NC(C)=O (2,3-dimethyl-6-acetamidobenzonitrile), N(=NC(C#N)(C)C)C(C#N)(C)C (AIBN), Cl (HCl), BrN1C(CCC1=O)=O (N-bromosuccinimide), N(=NC(C#N)(C)C)C(C#N)(C)C (azo bisisobutyronitrile). The solvent is C(Cl)(Cl)(Cl)Cl (CCl4), O (H2O). Run at time 1 hour. The product is CC1=C(C#N)C(=CC=C1CBr)NC(C)=O (2-Methyl-3-bromomethyl-6-acetamidobenzonitrile). The yield is 42.3%. Reaction SMILES: [CH3:1][C:2]1[C:9]([CH3:10])=[CH:8][CH:7]=[C:6]([NH:11][C:12](=[O:14])[CH3:13])[C:3]=1[C:4]#[N:5].Cl.[Br:16]N1C(=O)CCC1=O.N(C(C)(C)C#N)=NC(C)(C)C#N>O.C(Cl)(Cl)(Cl)Cl>[CH3:1][C:2]1[C:9]([CH2:10][Br:16])=[CH:8][CH:7]=[C:6]([NH:11][C:12](=[O:14])[CH3:13])[C:3]=1[C:4]#[N:5]. Procedure: In a carefully dried Pyrex reaction vessel were combined 10 g of 2,3-dimethyl-6-acetamidobenzonitrile, 300 ml of CCl4, and 200 ml of HCl-free CHCl3 under argon. To this solution was added 10.8 g of N-bromosuccinimide (recrystallized from H2O) and 0.5 g of azo bisisobutyronitrile (AIBN). The reaction was heated to reflux and irradiated with an external General Electric sunlamp. The initially yellow reaction turned red-brown after 1 h when an additional 0.5 g of AIBN was added. After another 2 h, ... The reactants are C(CCCCCCCCCCCCCCC)P(O)(O)=O (hexadecylphosphonic acid), solution, [OH-].[Na+] (sodium hydroxide). The solvent is CCCCCC (hexane). The product is [Na+].C(CCCCCCCCCCCCCCC)P([O-])(O)=O (hexadecylphosphonic acid monosodium salt). Yield: 98.0%. RXN SMILES: [CH2:1]([P:17](=[O:20])([OH:19])[OH:18])[CH2:2][CH2:3][CH2:4][CH2:5][CH2:6][CH2:7][CH2:8][CH2:9][CH2:10][CH2:11][CH2:12][CH2:13][CH2:14][CH2:15][CH3:16].[OH-].[Na+:22]>CCCCCC>[Na+:22].[CH2:1]([P:17](=[O:18])([OH:20])[O-:19])[CH2:2][CH2:3][CH2:4][CH2:5][CH2:6][CH2:7][CH2:8][CH2:9][CH2:10][CH2:11][CH2:12][CH2:13][CH2:14][CH2:15][CH3:16] |f:1.2,4.5|. Procedure details: Example 17 is repeated with 306 g (1 mol) of hexadecylphosphonic acid (produced as in example 13) and 100 ml of a 10 molar solution of sodium hydroxide being reacted in 1.5 l of hexane to obtain 320 g (98% of theory) of hexadecylphosphonic acid monosodium salt as colorless solid. The reactants are ClC1=CC(=NC=N1)C(=O)NC1=C(C=C(C=C1)S(=O)(=O)NCC(=O)OC)C (methyl 2-(4-(6-chloropyrimidine-4-carboxamido)-3-methylphenylsulfonamido)acetate), ClC1=CC(=NC=N1)C(=O)NC1=C(C=C(C=C1)S(=O)(=O)NCC(=O)OC)C (methyl 2-(4-(6-chloropyrimidine-4-carboxamido)-3-methylphenylsulfonamido)acetate), C(C)(C)NC(C)C (diisopropylamine), C1(CC1)CNCCC (N-(cyclopropylmethyl)propan-1-amine), C1(CC1)CN(C1=CC(=NC=N1)C(=O)NC1=C(C=C(C=C1)S(=O)(=O)NCC(=O)OC)C)CCC (methyl 2-(4-(6-((cyclopropylmethyl)(propyl)amino)pyrimidine-4-carboxamido)-3-methylphenylsulfonamido)acetate), C1(CC1)CN(C1=CC(=NC=N1)C(=O)NC1=C(C=C(C=C1)S(=O)(=O)NCC(=O)OCC)C)CCC (ethyl 2-(4-(6-((cyclopropylmethyl)(propyl)amino)pyrimidine-4-carboxamido)-3-methylphenylsulfonamido)acetate). The solvent is C(C)O (ethanol). Reaction conditions: temperature 160 celsius, time 5 hour. Yields the product C1(CC1)CN(C1=CC(=NC=N1)C(=O)NC1=C(C=C(C=C1)S(=O)(=O)NCC(=O)O)C)CCC (N-({4-[({6-[(cyclopropylmethyl)(propyl)amino]pyrimidin-4-yl}carbonyl)amino]-3-METHYLPHENYL}sulfonyl)glycine). RXN SMILES: ClC1N=CN=C(C(NC2C=CC(S(NCC(OC)=O)(=O)=O)=CC=2C)=O)C=1.C(NC(C)C)(C)C.C1(CNCCC)CC1.[CH:42]1([CH2:45][N:46]([CH2:72][CH2:73][CH3:74])[C:47]2[N:52]=[CH:51][N:50]=[C:49]([C:53]([NH:55][C:56]3[CH:61]=[CH:60][C:59]([S:62]([NH:65][CH2:66][C:67]([O:69]C)=[O:68])(=[O:64])=[O:63])=[CH:58][C:57]=3[CH3:71])=[O:54])[CH:48]=2)[CH2:44][CH2:43]1.C1(CN(CCC)C2N=CN=C(C(NC3C=CC(S(NCC(OCC)=O)(=O)=O)=CC=3C)=O)C=2)CC1>C(O)C>[CH:42]1([CH2:45][N:46]([CH2:72][CH2:73][CH3:74])[C:47]2[N:52]=[CH:51][N:50]=[C:49]([C:53]([NH:55][C:56]3[CH:61]=[CH:60][C:59]([S:62]([NH:65][CH2:66][C:67]([OH:69])=[O:68])(=[O:63])=[O:64])=[CH:58][C:57]=3[CH3:71])=[O:54])[CH:48]=2)[CH2:44][CH2:43]1. Procedure details: A solution of methyl 2-(4-(6-chloropyrimidine-4-carboxamido)-3-methylphenylsulfonamido)acetate (Intermediate 33, 123 mg; 0.31 mmol) and diisopropylamine (105.5 mL; 0.61 mmol) in ethanol (4 ml) was treated with N-(cyclopropylmethyl)propan-1-amine (45.3 mg; 0.4 mmol). The mixture was heated to 160° C. in a microwave for 1 hour and the solvent removed in vacuo. The residue was purified by column chromatography (silica) eluting with petroleum ether containing increasing amounts of EtOAc to give a mi... Reactants: [Br-].O1C(OCCC1)CC[P+](C1=CC=CC=C1)(C1=CC=CC=C1)C1=CC=CC=C1 ([2-(1,3-dioxan-2yl)ethyl]triphenylphosphonium bromide), N1=C(C=CC=C1)C=O (2-pyridinecarboxaldehyde), O (water), C(CCC)[Li] (n-butyl lithium). The solvent is C1CCOC1 (THF). Conditions: temperature 0 celsius, time 0.5 hour. Yields the product O1C(OCCC1)C/C=C/C1=NC=CC=C1 (E-3-(1,3-dioxan-2-yl)-1-(2-pyridyl)-1-propene), O1C(OCCC1)C\C=C/C1=NC=CC=C1 (Z-3-(1,3-dioxan-2-yl)-1-(2-pyridyl)-1-propene). As a reaction SMILES: [Br-].[O:2]1[CH2:7][CH2:6][CH2:5][O:4][CH:3]1[CH2:8][CH2:9][P+](C1C=CC=CC=1)(C1C=CC=CC=1)C1C=CC=CC=1.C([Li])CCC.[N:34]1[CH:39]=[CH:38][CH:37]=[CH:36][C:35]=1[CH:40]=O.O>C1COCC1>[O:4]1[CH2:5][CH2:6][CH2:7][O:2][CH:3]1[CH2:8]/[CH:9]=[CH:40]/[C:35]1[CH:36]=[CH:37][CH:38]=[CH:39][N:34]=1.[O:4]1[CH2:5][CH2:6][CH2:7][O:2][CH:3]1[CH2:8]/[CH:9]=[CH:40]\[C:35]1[CH:36]=[CH:37][CH:38]=[CH:39][N:34]=1 |f:0.1|. Reported procedure: To a suspension of 4.6 g (10.2 mmol) of [2-(1,3-dioxan-2yl)ethyl]triphenylphosphonium bromide (Aldrich Chemical Co.) in 50 mL of THF at 0° C. was added 6.4 mL (10.2 mmol) of n-butyl lithium (1.6M in hexanes) and the resulting red solution was allowed to stir at 0° C. for 0.5 h. To this solution was added 880 μL (9.3 mmol) of 2-pyridinecarboxaldehyde (Aldrich Chemical Co.). The reaction mixture was allowed to stir at room temperature for 1 h and was then poured into water and partitioned with eth... Starting materials: I.C1(=CC=CC=C1)N1C=C(C2=CC=CC=C12)SC(N)=N (2-(1-phenylindol-3-yl)-2-thioisourea hydroiodide), Cl.CN(CCCCl)C (3-[dimethylamino]-propyl chloride hydrochloride). The solvent is [OH-].[Na+] (sodium hydroxide), Cl (hydrogen chloride). Product: Cl.CN(C)CCCSC1=CN(C2=CC=CC=C12)C1=CC=CC=C1 (3-(3-[N,N-Dimethylamino]propylthio)-1-phenylindole hydrochloride). Yield: 46.0%. RXN SMILES: I.[C:2]1([N:8]2[C:16]3[C:11](=[CH:12][CH:13]=[CH:14][CH:15]=3)[C:10]([S:17][C:18](=N)N)=[CH:9]2)[CH:7]=[CH:6][CH:5]=[CH:4][CH:3]=1.Cl.[CH3:22][N:23]([CH3:28])[CH2:24][CH2:25]C[Cl:27]>[OH-].[Na+].Cl>[ClH:27].[CH3:22][N:23]([CH2:24][CH2:25][CH2:18][S:17][C:10]1[C:11]2[C:16](=[CH:15][CH:14]=[CH:13][CH:12]=2)[N:8]([C:2]2[CH:3]=[CH:4][CH:5]=[CH:6][CH:7]=2)[CH:9]=1)[CH3:28] |f:0.1,2.3,4.5,7.8|. Reported procedure: A suspension of the hydroidide salt from part (A) (27.0 g; 0.07M) in 2N aqueous sodium hydroxide (300.0 ml) was stirred under nitrogen and heated to reflux. After 10 minutes the mixture was cooled to 90° and solid 3-[dimethylamino]-propyl chloride hydrochloride (21.6 g; 0.14M) was added in small portions. A vigorous exothermic reaction occcurred and the solid dissolved. The solution was allowed to cool and was stirred at 20° for a further 17 hours. The resulting two-phase mixture was extracted w... Starting materials: COC1=CC=C(O[C@@H]2C[C@H](C2)CO)C=C1 ({trans-3-(4-methoxyphenoxy)cyclobutyl}methanol), C[N+]1(CCOCC1)[O-] (N-methylmorpholine N-oxide), 4A. The reagents and catalysts are [Ru](=O)(=O)(=O)[O-].C(CC)[N+](CCC)(CCC)CCC (tetrapropylammonium perruthenate). Solvent: C(Cl)Cl (methylene chloride). Yields the product COC1=CC=C(O[C@@H]2C[C@H](C2)C=O)C=C1 (trans-3-(4-methoxyphenoxy)cyclobutanecarbaldehyde). Isolated yield 62.1%. As a reaction SMILES: [CH3:1][O:2][C:3]1[CH:15]=[CH:14][C:6]([O:7][C@H:8]2[CH2:11][C@H:10]([CH2:12][OH:13])[CH2:9]2)=[CH:5][CH:4]=1.C[N+]1([O-])CCOCC1>C(Cl)Cl.[Ru]([O-])(=O)(=O)=O.C([N+](CCC)(CCC)CCC)CC>[CH3:1][O:2][C:3]1[CH:15]=[CH:14][C:6]([O:7][C@H:8]2[CH2:11][C@H:10]([CH:12]=[O:13])[CH2:9]2)=[CH:5][CH:4]=1 |f:3.4|. Procedure details: To a stirred mixture of {trans-3-(4-methoxyphenoxy)cyclobutyl}methanol (19.8 g, 95.3 mmol), N-methylmorpholine N-oxide (16.7 g, 143 mmol) and powdered 4A molecular sieves (48 g) in methylene chloride (190 ml) was added solid tetrapropylammonium perruthenate (1.67 g, 4.80 mmol) at room temperature under argon atmosphere. On completion, the mixture was filtered through a pad of silica, eluting with methylene chloride (500 ml). The filtrate was evaporated and the residue purified by silica-gel colu...